Dataset: the Open Reaction Database (ORD), a public repository of structured organic reaction records. Task: describe an organic reaction: reactants, conditions, products, and yield The reactants are C1CCOC1, CC(C)OC(=O)N=NC(=O)OC(C)C, O=C1CCCN1CCO, O=C1c2ccccc2C(=O)N1O, c1ccc(P(c2ccccc2)c2ccccc2)cc1. The product is O=C1CCCN1CCON1C(=O)c2ccccc2C1=O. As a reaction SMILES: [CH2:55]1[O:56][CH2:57][CH2:58][CH2:59]1.[O:41]=[C:42]([O:43][CH:44]([CH3:45])[CH3:46])[N:47]=[N:48][C:49]([O:50][CH:51]([CH3:52])[CH3:53])=[O:54].[OH:1][CH2:2][CH2:3][N:4]1[C:5](=[O:9])[CH2:6][CH2:7][CH2:8]1.[OH:29][N:30]1[C:31](=[O:40])[c:32]2[c:33]([cH:36][cH:37][cH:38][cH:39]2)[C:34]1=[O:35].[c:10]1([P:11]([c:12]2[cH:13][cH:14][cH:15][cH:16][cH:17]2)[c:18]2[cH:19][cH:20][cH:21][cH:22][cH:23]2)[cH:24][cH:25][cH:26][cH:27][cH:28]1>>[O:1]([CH2:2][CH2:3][N:4]1[C:5](=[O:9])[CH2:6][CH2:7][CH2:8]1)[N:30]1[C:31](=[O:40])[c:32]2[c:33]([cH:36][cH:37][cH:38][cH:39]2)[C:34]1=[O:35]. The reactants are BrC=1C=C(C=CC1)S(=O)(=O)Cl (3-bromophenyl sulphonyl chloride), NCCCCCO (5-aminopentanol). Yields the product OCCCCCNS(=O)(=O)C1=CC(=CC=C1)Br (3-Bromophenyl-sulfonic acid-(5-hydroxypentyl)-amide). RXN SMILES: [Br:1][C:2]1[CH:3]=[C:4]([S:8](Cl)(=[O:10])=[O:9])[CH:5]=[CH:6][CH:7]=1.[NH2:12][CH2:13][CH2:14][CH2:15][CH2:16][CH2:17][OH:18]>>[OH:18][CH2:17][CH2:16][CH2:15][CH2:14][CH2:13][NH:12][S:8]([C:4]1[CH:5]=[CH:6][CH:7]=[C:2]([Br:1])[CH:3]=1)(=[O:10])=[O:9]. Reported procedure: Using a method analogous to that described in Example 1, 3-bromophenyl sulphonyl chloride was reacted with 5-aminopentanol, and the title compound obtained as a white solid after recrystallisation from ether/petrol. Reactants: N(=[N+]=[N-])[C@@H]1CCOC2=CC(=CC=C12)C(=O)OC ((R)-Methyl 4-azido-3,4-dihydro-2H-chromene-7-carboxylate), CC(C)C[AlH]CC(C)C (DIBAL). Run in C1CCOC1 (THF). Conditions: time 2.5 hour. The product is N(=[N+]=[N-])[C@@H]1CCOC2=CC(=CC=C12)CO ((R)-(4-azido-3,4-dihydro-2H-chromen-7-yl)methanol). Reaction SMILES: [N:1]([C@H:4]1[C:13]2[C:8](=[CH:9][C:10]([C:14](OC)=[O:15])=[CH:11][CH:12]=2)[O:7][CH2:6][CH2:5]1)=[N+:2]=[N-:3].CC(C[AlH]CC(C)C)C>C1COCC1>[N:1]([C@H:4]1[C:13]2[C:8](=[CH:9][C:10]([CH2:14][OH:15])=[CH:11][CH:12]=2)[O:7][CH2:6][CH2:5]1)=[N+:2]=[N-:3]. Procedure details: (R)-Methyl 4-azido-3,4-dihydro-2H-chromene-7-carboxylate (21.50 mmol, 1.0 eq) in 50 mL THF was cooled to 0° C., and treated with DIBAL (63.0 mmol, 3.0 eq). After 2.5 h, the reaction mixture was quenched by adding 50% saturated K-Na tartrate (60 mL). After stirring 1 h at room temperature, the solution was extracted with DCM (4×50 mL). The organic layers were then washed with water (2×50 mL), dried over MgSO4 and concentrated. The residue was purified using SiO2 chromatography (10→80% EtOAc/Hexan... The reactants are ClCC=1N=C(OC1)C=1NC2=CC=C(C=C2C1)OC(F)(F)F (2-(4-chloromethyl-oxazol-2-yl)-5-trifluoromethoxy-1H-indole), [Na+].BrC1=CC=C(C=C1)S(=O)[O-] (4-bromo-benzenesulfinic acid sodium salt). Solvent: CN(C=O)C (N,N-dimethyl formamide). Yields the product BrC1=CC=C(C=C1)S(=O)(=O)CC=1N=C(OC1)C=1NC2=CC=C(C=C2C1)OC(F)(F)F (2-[4-(4-bromo-benzenesulfonylmethyl)-oxazol-2-yl]-5-trifluoromethoxy-1H-indole). Reaction SMILES: Cl[CH2:2][C:3]1[N:4]=[C:5]([C:8]2[NH:9][C:10]3[C:15]([CH:16]=2)=[CH:14][C:13]([O:17][C:18]([F:21])([F:20])[F:19])=[CH:12][CH:11]=3)[O:6][CH:7]=1.[Na+].[Br:23][C:24]1[CH:29]=[CH:28][C:27]([S:30]([O-:32])=[O:31])=[CH:26][CH:25]=1>CN(C)C=O>[Br:23][C:24]1[CH:29]=[CH:28][C:27]([S:30]([CH2:2][C:3]2[N:4]=[C:5]([C:8]3[NH:9][C:10]4[C:15]([CH:16]=3)=[CH:14][C:13]([O:17][C:18]([F:21])([F:20])[F:19])=[CH:12][CH:11]=4)[O:6][CH:7]=2)(=[O:32])=[O:31])=[CH:26][CH:25]=1 |f:1.2|. Reported procedure: A solution of 2-(4-chloromethyl-oxazol-2-yl)-5-trifluoromethoxy-1H-indole (0.3 g, 0.95 mmol) and 4-bromo-benzenesulfinic acid sodium salt (0.92 g, 3.8 mmol) in N,N-dimethyl formamide (10 ml) was stirred for 16 h at 60° C. After cooling the mixture was poured on water (20 ml) and extracted with ethyl acetate (3×20 ml). The combined organic extracts were dried over sodium sulfate and concentrated in vacuo. Chromatography on silica gel (ethyl acetate/iso-hexanes 1:1) yielded the title compound as t... Starting materials: ClC=1C=C(C(=O)NNC(=O)C2=CC(=CC=C2)[N+](=O)[O-])C=CC1 (N′1-(3-chlorobenzoyl)-3-nitrobenzene-1-carbohydrazide). Solvent: O=P(Cl)(Cl)Cl (POCl3). Run at temperature 90 celsius, time 24 hour. Product: ClC=1C=C(C=CC1)C=1OC(=NN1)C1=CC(=CC=C1)[N+](=O)[O-] ([2-(3-chlorophenyl)-1,3,4-oxadiazol-5-yl]-3-nitrobenzene). As a reaction SMILES: [Cl:1][C:2]1[CH:3]=[C:4]([CH:20]=[CH:21][CH:22]=1)[C:5]([NH:7][NH:8][C:9]([C:11]1[CH:16]=[CH:15][CH:14]=[C:13]([N+:17]([O-:19])=[O:18])[CH:12]=1)=[O:10])=O>O=P(Cl)(Cl)Cl>[Cl:1][C:2]1[CH:3]=[C:4]([C:5]2[O:10][C:9]([C:11]3[CH:16]=[CH:15][CH:14]=[C:13]([N+:17]([O-:19])=[O:18])[CH:12]=3)=[N:8][N:7]=2)[CH:20]=[CH:21][CH:22]=1. Procedure details: A suspension of N′1-(3-chlorobenzoyl)-3-nitrobenzene-1-carbohydrazide (0.321 g) in POCl3 (3 mL) was stirred at 90° C. for 24 h. The resulting clear solution was quenched with ice-water, solid obtained was filtered washed with water, dried and analyzed to give [2-(3-chlorophenyl)-1,3,4-oxadiazol-5-yl]-3-nitrobenzene. 1H NMR (DMSO-d6): δ 8.86 (t, 1H, J=1.8 Hz), 8.59 (dt, 1H, J=1.8 and 8.4 Hz), 8.48 (m, 1H), 8.25 (t, 1H, J=1.8 Hz), 8.16 (dt, 1H, J=1.2 and 7.5 Hz), 7.93 (t, 1H, J=8.1 Hz), 7.75 (m, 1... The reactants are ClC1=CC=2C(C3=CC=CC=C3SC2C=C1)=C1CCNCC1 (4-(2-chloro-9-thioxanthenylidene)piperidine), cis-(1-mesyloxymethyl-4-hydroxy)cyclohexane, C([O-])([O-])=O.[K+].[K+] (potassium carbonate), CC(=O)CC(C)C (methylisobutylketone), CCOCC (ether). Product: O[C@H]1CC[C@H](CC1)CN1CCC(CC1)=C1C2=CC=CC=C2SC=2C=CC(=CC12)Cl (1-(Cis-4-hydroxycyclohexylmethyl)-4-(2-chloro-9-thioxanthenylidene)-piperidine). As a reaction SMILES: [Cl:1][C:2]1[CH:15]=[CH:14][C:13]2[S:12][C:11]3[C:6](=[CH:7][CH:8]=[CH:9][CH:10]=3)[C:5](=[C:16]3[CH2:21][CH2:20][NH:19][CH2:18][CH2:17]3)[C:4]=2[CH:3]=1.C(=O)([O-])[O-].[K+].[K+].C[C:29]([CH2:31][CH:32]([CH3:34])[CH3:33])=O.CC[O:37][CH2:38][CH3:39]>>[OH:37][C@@H:38]1[CH2:39][CH2:33][C@H:32]([CH2:34][N:19]2[CH2:20][CH2:21][C:16](=[C:5]3[C:4]4[CH:3]=[C:2]([Cl:1])[CH:15]=[CH:14][C:13]=4[S:12][C:11]4[C:6]3=[CH:7][CH:8]=[CH:9][CH:10]=4)[CH2:17][CH2:18]2)[CH2:31][CH2:29]1 |f:1.2.3|. Procedure details: A mixture of 6 grams of 4-(2-chloro-9-thioxanthenylidene)piperidine, 4 grams of cis-(1-mesyloxymethyl-4-hydroxy)cyclohexane, 1.5 grams of finely crushed potassium carbonate and 25 milliliters of methylisobutylketone was heated under reflux for 5 hours while stirring. After cooling were added 200 milliliters of ether, and the organic phase was extracted with 5% aqueous methane sulphonic acid. The aqueous phase was made alkaline with aqueous ammonia, and the base which precipitated was extracted w... Reactants: ClC1=CC=C2N1N=C(C(=C2C2=CC=C(C=C2)F)CC(CC(=O)OCC)O)C (ethyl 4-[7-chloro-4-(4-fluorophenyl)-2-methylpyrrolo[1,2-b]pyridazin-3-yl]-3-hydroxybutanoate), [OH-].[Na+] (sodium hydroxide), CO (methanol). Run in O1CCCC1 (tetrahydrofuran). Reaction conditions: time 8 hour. Yields the product ClC1=CC=C2N1N=C(C(=C2C2=CC=C(C=C2)F)CC(CC(=O)O)O)C (4-[7-chloro-4-(4-fluorophenyl)-2-methylpyrrolo[1,2-b]pyridazin-3-yl]-3-hydroxybutanoic acid). The yield is 93.2%. RXN SMILES: [Cl:1][C:2]1[N:6]2[N:7]=[C:8]([CH3:27])[C:9]([CH2:18][CH:19]([OH:26])[CH2:20][C:21]([O:23]CC)=[O:22])=[C:10]([C:11]3[CH:16]=[CH:15][C:14]([F:17])=[CH:13][CH:12]=3)[C:5]2=[CH:4][CH:3]=1.[OH-].[Na+].CO>O1CCCC1>[Cl:1][C:2]1[N:6]2[N:7]=[C:8]([CH3:27])[C:9]([CH2:18][CH:19]([OH:26])[CH2:20][C:21]([OH:23])=[O:22])=[C:10]([C:11]3[CH:12]=[CH:13][C:14]([F:17])=[CH:15][CH:16]=3)[C:5]2=[CH:4][CH:3]=1 |f:1.2|. Reported procedure: To a solution of ethyl 4-[7-chloro-4-(4-fluorophenyl)-2-methylpyrrolo[1,2-b]pyridazin-3-yl]-3-hydroxybutanoate (52 mg) in tetrahydrofuran (1 ml) was added 1N sodium hydroxide (0.27 ml), followed by methanol (1 ml). After standing at 20° C. overnight, the mixture was partitioned between 1N hydrochloric acid and ethyl acetate. The organic layer was separated, washed with water and brine, dried over magnesium sulfate, and evaporated to give 4-[7-chloro-4-(4-fluorophenyl)-2-methylpyrrolo[1,2-b]pyrid... Starting materials: CCCc1c(OCc2ccc(C(O)c3cccc(C#N)c3)cc2)ccc(C(C)=O)c1O, O=C([O-])O, ClCCl, [Na+]. The product is CCCc1c(OCc2ccc(C(=O)c3cccc(C#N)c3)cc2)ccc(C(C)=O)c1O. RXN SMILES: [C:1]([CH3:2])(=[O:3])[c:4]1[c:5]([OH:31])[c:6]([CH2:28][CH2:29][CH3:30])[c:7]([O:8][CH2:9][c:10]2[cH:11][cH:12][c:13]([CH:16]([c:17]3[cH:18][c:19]([C:20]#[N:21])[cH:22][cH:23][cH:24]3)[OH:25])[cH:14][cH:15]2)[cH:26][cH:27]1.[C:35](=[O:36])([OH:37])[O-:38].[Cl:32][CH2:33][Cl:34].[Na+:39]>>[C:1]([CH3:2])(=[O:3])[c:4]1[c:5]([OH:31])[c:6]([CH2:28][CH2:29][CH3:30])[c:7]([O:8][CH2:9][c:10]2[cH:11][cH:12][c:13]([C:16]([c:17]3[cH:18][c:19]([C:20]#[N:21])[cH:22][cH:23][cH:24]3)=[O:25])[cH:14][cH:15]2)[cH:26][cH:27]1.